Dataset: the Open Reaction Database (ORD), a public repository of structured organic reaction records. Task: describe an organic reaction: reactants, conditions, products, and yield Run in O (water), O (water). As a reaction SMILES: [C:1]([C:4]1[CH:13]([C:14]2[C:23]3[C:18](=[CH:19][CH:20]=[CH:21][CH:22]=3)[C:17]([C:24]#[N:25])=[CH:16][CH:15]=2)[C:12]2[C:11](=[O:26])[NH:10][CH:9]=[CH:8][C:7]=2[NH:6][C:5]=1[CH3:27])(=[O:3])[CH3:2].ClCCl.F[B-](F)(F)F.[CH2:36]([O+](CC)CC)[CH3:37].CO>O>[C:1]([C:4]1[CH:13]([C:14]2[C:23]3[C:18](=[CH:19][CH:20]=[CH:21][CH:22]=3)[C:17]([C:24]#[N:25])=[CH:16][CH:15]=2)[C:12]2[C:7](=[CH:8][CH:9]=[N:10][C:11]=2[O:26][CH2:36][CH3:37])[NH:6][C:5]=1[CH3:27])(=[O:3])[CH3:2] |f:2.3|. Procedure: 93 mg (0.262 mmol) of 4-(3-acetyl-2-methyl-5-oxo-1,4,5,6-tetrahydro-1,6-naphthyridin-4-yl)-1-naphthonitrile are dissolved under an argon atmosphere in 5 ml of abs. dichloromethane, and 99.4 mg (0.268 mmol) of triethyloxonium tetrafluoroborate are added. After a reaction time of two hours at room temperature (reaction checked by HPLC), the mixture is mixed with 5 ml of methanol and 0.5 ml of water and again stirred for 2 h. It is then diluted with 20 ml of water and extracted three times with dic... Conditions: time 2 hour. Product: C(C)(=O)C1=C(NC2=CC=NC(=C2C1C1=CC=C(C2=CC=CC=C12)C#N)OCC)C (4-(3-Acetyl-5-ethoxy-2-methyl-1,4-dihydro-1,6-naphthyridin-4-yl)-1-naphthonitrile). Starting materials: CO (methanol), C(C)(=O)C1=C(NC=2C=CNC(C2C1C1=CC=C(C2=CC=CC=C12)C#N)=O)C (4-(3-acetyl-2-methyl-5-oxo-1,4,5,6-tetrahydro-1,6-naphthyridin-4-yl)-1-naphthonitrile), ClCCl (dichloromethane), F[B-](F)(F)F.C(C)[O+](CC)CC (triethyloxonium tetrafluoroborate). The reactants are II, CC1([C@@H]([C@@H]1CC(C)=NOCC1CC1)C(=O)OC(C1=CC(=CC=C1)OC1=CC=CC=C1)C#N)C (α-cyano-3-phenoxybenzyl (1R,cis)-2,2-dimethyl-3-(2-(cyclopropylmethoxyimino)propyl)cyclopropanecarboxylate), C1(C2=C(C(N1CO)=O)CCCC2)=O (3,4,5,6-tetrahydrophthalimidomethyl alcohol), CC1=C(C(=O)CC1O)CC=C (allethrolone), CC1([C@@H]([C@@H]1CC(C)=NOCC1CCC1)C(=O)OC(C1=CC(=CC=C1)OC1=CC=CC=C1)C#N)C (α-cyano-3-phenoxybenzyl (1R,cis)-2,2-dimethyl-3-(2-(cyclobutylmethoxyimino)propyl)cyclopropanecarboxylate), esters, esters, alcohols, ClC1=C(CO)C(=CC=C1)Cl (2,6-dichlorobenzyl alcohol), C(#C)C(C1=CC(=CC=C1)OC1=CC=CC=C1)O (α-ethynyl-3-phenoxybenzyl alcohol), α-cyano-3-phenoxybenzyl (1R,cis)-2,2-diemthyl-3-(2-(neopentoxyimino)propyl)-cyclopropanecarboxylate, CC1([C@@H]([C@@H]1CC(C)=NOCC(C)C)C(=O)OCC1=CC(=CC=C1)OC1=CC=CC=C1)C (3-phenoxybenzyl (1R,cis)-2,2-dimethyl-3-(2-(isobutoxyimino)propyl)cyclopropanecarboxylate). Yields the product CC1([C@@H]([C@@H]1CC(C)=NOC(C)C)C(=O)OC(C1=CC(=CC=C1)OC1=CC=CC=C1)C#N)C (α-Cyano-3-phenoxybenzyl (1R,cis)-2,2-dimethyl-3-(-2-(isopropoxyimino)propyl)cyclopropanecarboxylate). As a reaction SMILES: [CH3:1][C:2]1([CH3:31])[C@@H:4]([CH2:5][C:6](=[N:8][O:9][CH2:10][CH:11](C)C)[CH3:7])[C@H:3]1[C:14]([O:16][CH2:17][C:18]1[CH:23]=[CH:22][CH:21]=[C:20]([O:24][C:25]2[CH:30]=[CH:29][CH:28]=[CH:27][CH:26]=2)[CH:19]=1)=[O:15].CC1(C)[C@@H](C[C:37](=[N:39]OCC2CC2)C)[C@H]1C(OC(C#N)C1C=CC=C(OC2C=CC=CC=2)C=1)=O.[CH3:65]C1(C)[C@@H](CC(=NOCC2CCC2)C)[C@H]1C(OC(C#N)C1C=CC=C(OC2C=CC=CC=2)C=1)=O.C(C(O)C1C=CC=C(OC2C=CC=CC=2)C=1)#C.C1(=O)N(CO)C(=O)C2CCCCC1=2.ClC1C=CC=C(Cl)C=1CO.CC1C(O)CC(=O)C=1CC=C>>[CH3:1][C:2]1([CH3:31])[C@@H:4]([CH2:5][C:6](=[N:8][O:9][CH:10]([CH3:65])[CH3:11])[CH3:7])[C@H:3]1[C:14]([O:16][CH:17]([C:37]#[N:39])[C:18]1[CH:23]=[CH:22][CH:21]=[C:20]([O:24][C:25]2[CH:30]=[CH:29][CH:28]=[CH:27][CH:26]=2)[CH:19]=1)=[O:15]. Procedure details: Following procedures similar to Embodiment II above: α-cyano-3-phenoxybenzyl (1R,cis)-2,2-diemthyl-3-(2-(neopentoxyimino)propyl)-cyclopropanecarboxylate, 3-phenoxybenzyl (1R,cis)-2,2-dimethyl-3-(2-(isobutoxyimino)propyl)cyclopropanecarboxylate, α-cyano-3-phenoxybenzyl (1R,cis)-2,2-dimethyl-3-(2-(cyclopropylmethoxyimino)propyl)cyclopropanecarboxylate, α-cyano-3-phenoxybenzyl (1R,cis)-2,2-dimethyl-3-(2-(cyclobutylmethoxyimino)propyl)cyclopropanecarboxylate are prepared as well as the corresponding...